From a dataset of the Open Reaction Database (ORD), a public repository of structured organic reaction records. describe an organic reaction: reactants, conditions, products, and yield Starting materials: O (water), BrC(C1=CC=CC=C1)C1=CC=CC=C1 (Bromodiphenylmethane), N1CCC(C(=O)N)CC1 (isonipecotamide), C(=O)([O-])[O-].[K+].[K+] (K2CO3). The solvent is CN(C)C=O (DMF), CN(C)C=O (DMF). Conditions: time 2 hour. The product is C1(=CC=CC=C1)C(N1CCC(CC1)C(=O)N)C1=CC=CC=C1 (1-diphenylmethylpiperidine-4-carboxamide). The yield is 66.0%. As a reaction SMILES: Br[CH:2]([C:9]1[CH:14]=[CH:13][CH:12]=[CH:11][CH:10]=1)[C:3]1[CH:8]=[CH:7][CH:6]=[CH:5][CH:4]=1.[NH:15]1[CH2:23][CH2:22][CH:18]([C:19]([NH2:21])=[O:20])[CH2:17][CH2:16]1.C([O-])([O-])=O.[K+].[K+].O>CN(C=O)C>[C:3]1([CH:2]([C:9]2[CH:14]=[CH:13][CH:12]=[CH:11][CH:10]=2)[N:15]2[CH2:23][CH2:22][CH:18]([C:19]([NH2:21])=[O:20])[CH2:17][CH2:16]2)[CH:8]=[CH:7][CH:6]=[CH:5][CH:4]=1 |f:2.3.4|. Reported procedure: Step 1): Bromodiphenylmethane (2.5 g, 0.01 mol) in DMF (10 ml) was added dropwise at 0°-5° C. to a mixture of isonipecotamide (1.3 g, 0.01 mol) and K2CO3 (1.4 g) in DMF (25 ml). The reaction mixture was stirred for 2 hours at 0°-5° C., then poured into water. The mixture was extracted with ethylether, then the extract was washed with brine, dried (MgSO4) and evaporated to give 1-diphenylmethylpiperidine-4-carboxamide (66%): mp 150° C. Starting materials: FC=1C=C(C(=O)NC2=C(C=CC=C2)C2NC3=CC=C(C=C3C(C2)(C)C)C(=O)OCC)C=CC1 (ethyl 2-(2-(3-fluorobenzamido)phenyl)-4,4-dimethyl-1,2,3,4-tetrahydroquinoline-6-carboxylate), O.[OH-].[Li+] (lithium hydroxide monohydrate), [OH-].[Na+] (sodium hydroxide). Run in C(C)O (ethanol), O (water). Run at temperature 85 celsius, time 8 hour. Yields the product FC=1C=C(C(=O)NC2=C(C=CC=C2)C2NC3=CC=C(C=C3C(C2)(C)C)C(=O)O)C=CC1 (2-[2-(3-fluoro-benzoylamino)-phenyl]-4,4-dimethyl-1,2,3,4-tetrahydro-quinoline-6-carboxylic acid). As a reaction SMILES: [F:1][C:2]1[CH:3]=[C:4]([CH:31]=[CH:32][CH:33]=1)[C:5]([NH:7][C:8]1[CH:13]=[CH:12][CH:11]=[CH:10][C:9]=1[CH:14]1[CH2:23][C:22]([CH3:25])([CH3:24])[C:21]2[C:16](=[CH:17][CH:18]=[C:19]([C:26]([O:28]CC)=[O:27])[CH:20]=2)[NH:15]1)=[O:6].O.[OH-].[Li+].[OH-].[Na+]>C(O)C.O>[F:1][C:2]1[CH:3]=[C:4]([CH:31]=[CH:32][CH:33]=1)[C:5]([NH:7][C:8]1[CH:13]=[CH:12][CH:11]=[CH:10][C:9]=1[CH:14]1[CH2:23][C:22]([CH3:25])([CH3:24])[C:21]2[C:16](=[CH:17][CH:18]=[C:19]([C:26]([OH:28])=[O:27])[CH:20]=2)[NH:15]1)=[O:6] |f:1.2.3,4.5|. Reported procedure: To a stirred solution of ethyl 2-(2-(3-fluorobenzamido)phenyl)-4,4-dimethyl-1,2,3,4-tetrahydroquinoline-6-carboxylate (crude 0.62 mmol) in ethanol was added a solution of lithium hydroxide monohydrate (129 mg, 3.08 mmol) and sodium hydroxide (50 mg, 1.23 mmol) in water (1.5 mL) at room temperature. The reaction mixture was stirred at 85° C. overnight. The reaction mixture was concentrated in vacuo. The residue was diluted with water, adjusted pH=3˜4 by 1M aqueous hydrochloric acid, extracted wit... Procedure details: Prepared as in Example 53a from 2-amino-6-hydroxybenzonitrile and benzoyl isocyanate as an off-white solid (166 mg, 46%). 1H NMR (400 MHz, DMSO-d6) δ6.76 (d, J=8.4 Hz, 1H), 7.46 (t, J=8 Hz, 1H), 7.54 (t, J=8 Hz, 2H), 7.66-7.73 (m, 2H), 8.04-8.06 (d, J=8 Hz, 2H), 11.24 (s, 1H), 11.30 (s, 1H), 11.42 (s, 1H). MS 281 (MH+). As a reaction SMILES: [NH2:1][C:2]1[CH:9]=[CH:8][CH:7]=[C:6]([OH:10])[C:3]=1[C:4]#[N:5].[C:11]([N:19]=[C:20]=[O:21])(=[O:18])[C:12]1[CH:17]=[CH:16][CH:15]=[CH:14][CH:13]=1>>[C:4]([C:3]1[C:6]([OH:10])=[CH:7][CH:8]=[CH:9][C:2]=1[NH:1][C:20]([NH:19][C:11](=[O:18])[C:12]1[CH:13]=[CH:14][CH:15]=[CH:16][CH:17]=1)=[O:21])#[N:5]. Product: C(#N)C1=C(C=CC=C1O)NC(=O)NC(C1=CC=CC=C1)=O (N-(2-cyano-3-hydroxyphenylcarbamoyl)benzamide). Reactants: NC1=C(C#N)C(=CC=C1)O (2-amino-6-hydroxybenzonitrile), C(C1=CC=CC=C1)(=O)N=C=O (benzoyl isocyanate). Starting materials: N[C@H]1[C@H](CCC1)CO ((±) cis 1-amino-2-hydroxymethylcyclopentane), C1(C=2C(C(=O)O1)=CC=CC2)=O (phthalic anhydride). Solvent: C=1(C(=CC=CC1)C)C (xylene). Yields the product OC[C@H]1[C@H](CCC1)N1C(C=2C(C1=O)=CC=CC2)=O ((±) cis-1-Hydroxymethyl-2-phthalimidocyclopentane). Yield: 79.9%. Reaction SMILES: [NH2:1][C@@H:2]1[CH2:6][CH2:5][CH2:4][C@@H:3]1[CH2:7][OH:8].[C:9]1(=O)[O:14][C:12](=[O:13])[C:11]2=[CH:15][CH:16]=[CH:17][CH:18]=[C:10]12>C1(C)C(C)=CC=CC=1>[OH:8][CH2:7][C@@H:3]1[CH2:4][CH2:5][CH2:6][C@@H:2]1[N:1]1[C:12](=[O:13])[C:11]2=[CH:15][CH:16]=[CH:17][CH:18]=[C:10]2[C:9]1=[O:14]. Procedure details: A mixture of (±) cis 1-amino-2-hydroxymethylcyclopentane (0.59 g, 5.1 mmol) and phthalic anhydride (0.76 g, 5.1 mmol) in xylene (40 ml) was heated under argon at reflux using a condenser fitted with a Dean and Stark trap. After 1.5 h the reaction was concentrated in vacuo and the residue was purified by column chromatography on silica gel eluting with diethyl ether to give the title compound as a pale yellow oil (1.0 g). Reactants: BrC1=CC(=C(C=C1)O)F (4-bromo-2-fluorophenol), BrC1=CC=C(C(=C1C(=O)O)F)OC (6-bromo-2-fluoro-3-methoxybenzoic acid), C(C)(=O)OCC (ethyl acetate), C([O-])([O-])=O.[Cs+].[Cs+] (cesium carbonate). The solvent is C1(=CC=CC=C1)C (toluene). Conditions: time 15 minute. The product is crude material, BrC1=CC(=C(OC2=CC=C(C(=C2C(=O)O)F)OC)C=C1)F (6-(4-bromo-2-fluorophenoxy)-2-fluoro-3-methoxybenzoic acid). Isolated yield 78.3%. As a reaction SMILES: [Br:1][C:2]1[CH:7]=[CH:6][C:5]([OH:8])=[C:4]([F:9])[CH:3]=1.Br[C:11]1[C:16]([C:17]([OH:19])=[O:18])=[C:15]([F:20])[C:14]([O:21][CH3:22])=[CH:13][CH:12]=1.C(OCC)(=O)C.C(=O)([O-])[O-].[Cs+].[Cs+]>C1(C)C=CC=CC=1>[Br:1][C:2]1[CH:7]=[CH:6][C:5]([O:8][C:11]2[C:16]([C:17]([OH:19])=[O:18])=[C:15]([F:20])[C:14]([O:21][CH3:22])=[CH:13][CH:12]=2)=[C:4]([F:9])[CH:3]=1 |f:3.4.5|. Procedure details: To a 1 L RB was added 4-bromo-2-fluorophenol (18.85 mL, 169 mmol), 6-bromo-2-fluoro-3-methoxybenzoic acid (40 g, 161 mmol), copper (I) trifluoromethanesulfonate toluene complex (4.16 g, 8.03 mmol), ethyl acetate (1.6 mL, 16.06 mmol) and cesium carbonate (105 g, 321 mmol) in dry toluene (300 mL). The reaction mixture was stirred at rt for 15 min and heated at 110° C. for overnight. The toluene was decanted and the resulting green sticky precipitate was washed with excess hexanes and then acidifie... Starting materials: C(CC)NC(COC1=C(C=C(C=C1Cl)Cl)Cl)=O (N-(n-propyl)-2,4,6-trichlorophenoxyacetamide), C1(=CC=CC=C1)C (toluene), CSC.B (borane methyl sulfide). Solvent: CO (methanol), CO (methanol). Conditions: temperature 60 celsius. Product: ClC1=C(C(=CC(=C1)Cl)Cl)OCCNCCC (N-(n-propyl)ethanolamine 2,4,6-trichlorophenylether). RXN SMILES: [CH2:1]([NH:4][C:5](=O)[CH2:6][O:7][C:8]1[C:13]([Cl:14])=[CH:12][C:11]([Cl:15])=[CH:10][C:9]=1[Cl:16])[CH2:2][CH3:3].C1(C)C=CC=CC=1.CSC.B>CO>[Cl:14][C:13]1[CH:12]=[C:11]([Cl:15])[CH:10]=[C:9]([Cl:16])[C:8]=1[O:7][CH2:6][CH2:5][NH:4][CH2:1][CH2:2][CH3:3] |f:2.3|. Procedure: N-(n-propyl)-2,4,6-trichlorophenoxyacetamide, 44.0 gm, was added to 250 ml of toluene. 28 ml of borane methyl sulfide [BH3.(CH3)2S] (2 equivalents) was then slowly added to the system. The system was heated at approximately 60° C. for 15 hours at which time reaction completion was checked by IR spectroscopy. 200 ml of methanol was then slowly added to the system. After addition of the methanol, the system was acidified by bubbling in HCl gas. Afterwards, the system was refluxed for 1 hour. The s...